Dataset: the Open Reaction Database (ORD), a public repository of structured organic reaction records. Task: describe an organic reaction: reactants, conditions, products, and yield Starting materials: ClCCCC1=CN=CN1CC1=CC=C(C=C1C1=CC=CC=C1)C#N (6-[5-(3-chloropropyl)imidazol-1-ylmethyl]biphenyl-3-carbonitrile), CC(C)(C)[O-].[K+].C1CCOC1 (t-BuOK THF). The solvent is C1CCOC1 (THF). Conditions: time 2 hour. Yields the product C=1N=CN2C1CCCC2C2=CC=C(C=C2C2=CC=CC=C2)C#N (6-(5,6,7,8-Tetrahydroimidazo[1,5-a]pyridin-5-yl)-biphenyl-3-carbonitrile). RXN SMILES: Cl[CH2:2][CH2:3][CH2:4][C:5]1[N:9]([CH2:10][C:11]2[C:16]([C:17]3[CH:22]=[CH:21][CH:20]=[CH:19][CH:18]=3)=[CH:15][C:14]([C:23]#[N:24])=[CH:13][CH:12]=2)[CH:8]=[N:7][CH:6]=1.CC([O-])(C)C.[K+].C1COCC1>C1COCC1>[CH:6]1[N:7]=[CH:8][N:9]2[CH:10]([C:11]3[C:16]([C:17]4[CH:22]=[CH:21][CH:20]=[CH:19][CH:18]=4)=[CH:15][C:14]([C:23]#[N:24])=[CH:13][CH:12]=3)[CH2:2][CH2:3][CH2:4][C:5]=12 |f:1.2.3|. Procedure: To a solution of 6-[5-(3-chloropropyl)imidazol-1-ylmethyl]biphenyl-3-carbonitrile (1.0 g, 3.0 mmol) in THF (16 mL) at 0° C. is added t-BuOK/THF (1.0 M, 6 mL, 6.0 mmol). The mixture is warmed up to ambient temperature and stirred for 2 h. The reaction mixture is quenched by saturated aqueous NH4Cl and partitioned between CH2Cl2 and brine. The organic layer is washed by brine, dried over anhydrous Na2SO4 and concentrated to give the crude oil, which is subjected to flash chromatography (silica gel... Starting materials: ClCCl, CN=C=O, CON=C(C)C(=NO)C(=O)N(C)C. The product is CNC(=O)ON=C(C(=O)N(C)C)C(C)=NOC. Reaction SMILES: [CH2:18]([Cl:19])[Cl:20].[CH3:14][N:15]=[C:16]=[O:17].[CH3:1][N:2]([C:3]([C:4]([C:5]([CH3:6])=[N:7][O:8][CH3:9])=[N:10][OH:11])=[O:12])[CH3:13]>>[CH3:1][N:2]([C:3]([C:4]([C:5]([CH3:6])=[N:7][O:8][CH3:9])=[N:10][O:11][C:16]([NH:15][CH3:14])=[O:17])=[O:12])[CH3:13]. Reactants: CC([C@@H](C(=O)OCC1=CC=CC=C1)NC(=O)[C@@H](CC(=O)OC(C)(C)C)C\C=C\C1=CC=C(C(=C1)C)C1=CC(=CC=C1)OC)(C)C (tert-butyl (3R,5E)-3-({[(1S)-2,2-dimethyl-1-(benzyloxycarbonyl)propyl]amino}carbonyl)-6-(3′-methoxy-2-methylbiphen-4-yl]hex-5-enoate). The reagents and catalysts are [Pd] (palladium on charcoal). Yields the product CC([C@@H](C(=O)O)NC(=O)[C@@H](CC(=O)OC(C)(C)C)CCCC1=CC=C(C(=C1)C)C1=CC(=CC=C1)OC)(C)C (tert-butyl (3R)-3-({[(1S)-2,2-dimethyl-1-(carboxy)propyl]amino}carbonyl)-6-(3′-methoxy-2-methylbiphen-4-yl)hexanoate). The yield is 74741.7%. As a reaction SMILES: [CH3:1][C:2]([CH3:45])([CH3:44])[C@H:3]([NH:14][C:15]([C@H:17]([CH2:26]/[CH:27]=[CH:28]/[C:29]1[CH:34]=[C:33]([CH3:35])[C:32]([C:36]2[CH:41]=[CH:40][CH:39]=[C:38]([O:42][CH3:43])[CH:37]=2)=[CH:31][CH:30]=1)[CH2:18][C:19]([O:21][C:22]([CH3:25])([CH3:24])[CH3:23])=[O:20])=[O:16])[C:4]([O:6]CC1C=CC=CC=1)=[O:5]>[Pd]>[CH3:1][C:2]([CH3:45])([CH3:44])[C@H:3]([NH:14][C:15]([C@H:17]([CH2:26][CH2:27][CH2:28][C:29]1[CH:34]=[C:33]([CH3:35])[C:32]([C:36]2[CH:41]=[CH:40][CH:39]=[C:38]([O:42][CH3:43])[CH:37]=2)=[CH:31][CH:30]=1)[CH2:18][C:19]([O:21][C:22]([CH3:23])([CH3:24])[CH3:25])=[O:20])=[O:16])[C:4]([OH:6])=[O:5]. Procedure: According to the method of Preparation 19 c), tert-butyl (3R,5E)-3-({[(1S)-2,2-dimethyl-1-(benzyloxycarbonyl)propyl]amino}carbonyl)-6-(3′-methoxy-2-methylbiphen-4-yl]hex-5-enoate (1.040 g, 1.69 mmol) was hydrogenated over 10% palladium on charcoal to give tert-butyl (3R)-3-({[(1S)-2,2-dimethyl-1-(carboxy)propyl]amino}carbonyl)-6-(3′-methoxy-2-methylbiphen-4-yl)hexanoate (664 g, 75%) as a colourless foam. Starting materials: CCOC(=O)CCc1cn(Cc2cc(O)cc(OCC)c2)cc1-c1ccccc1, CN(C)C=O, ClCc1csc(-c2ccccc2)n1, [H-], [Na+], O. The product is CCOC(=O)CCc1cn(Cc2cc(OCC)cc(OCc3csc(-c4ccccc4)n3)c2)cc1-c1ccccc1. Reaction SMILES: [CH2:3]([CH3:4])[O:5][c:6]1[cH:7][c:8]([CH2:9][n:10]2[cH:11][c:12]([CH2:21][CH2:22][C:23](=[O:24])[O:25][CH2:26][CH3:27])[c:13](-[c:15]3[cH:16][cH:17][cH:18][cH:19][cH:20]3)[cH:14]2)[cH:28][c:29]([OH:31])[cH:30]1.[CH3:46][N:47]([CH3:48])[CH:49]=[O:50].[Cl:32][CH2:33][c:34]1[n:35][c:36](-[c:39]2[cH:40][cH:41][cH:42][cH:43][cH:44]2)[s:37][cH:38]1.[H-:1].[Na+:2].[OH2:45]>>[CH2:3]([CH3:4])[O:5][c:6]1[cH:7][c:8]([CH2:9][n:10]2[cH:11][c:12]([CH2:21][CH2:22][C:23](=[O:24])[O:25][CH2:26][CH3:27])[c:13](-[c:15]3[cH:16][cH:17][cH:18][cH:19][cH:20]3)[cH:14]2)[cH:28][c:29]([O:31][CH2:33][c:34]2[n:35][c:36](-[c:39]3[cH:40][cH:41][cH:42][cH:43][cH:44]3)[s:37][cH:38]2)[cH:30]1. Starting materials: ClC1=C(OC2=CC=C(OC(C(=CC(=O)Cl)OC)C)C=C2)C=CC(=C1)C(F)(F)F (4-[4-(2-chloro-4-trifluoromethylphenoxy)phenoxy]-3-methoxy-2-pentenoyl chloride), CN (methylamine). Reaction SMILES: [Cl:1][C:2]1[CH:24]=[C:23]([C:25]([F:28])([F:27])[F:26])[CH:22]=[CH:21][C:3]=1[O:4][C:5]1[CH:20]=[CH:19][C:8]([O:9][CH:10]([CH3:18])[C:11]([O:16][CH3:17])=[CH:12][C:13](Cl)=[O:14])=[CH:7][CH:6]=1.[CH3:29][NH2:30]>C1COCC1>[CH3:29][NH:30][C:13](=[O:14])[CH:12]=[C:11]([O:16][CH3:17])[CH:10]([O:9][C:8]1[CH:19]=[CH:20][C:5]([O:4][C:3]2[CH:21]=[CH:22][C:23]([C:25]([F:28])([F:27])[F:26])=[CH:24][C:2]=2[Cl:1])=[CH:6][CH:7]=1)[CH3:18]. Run in C1CCOC1 (THF). Procedure details: A mixture of 4-[4-(2-chloro-4-trifluoromethylphenoxy)phenoxy]-3-methoxy-2-pentenoyl chloride (15 mm) and THF (15 ml.), at 0°, is prepared and then slight excess of methylamine introduced. The reaction mixture is allowed to stand under nitrogen for about one hour. Then the reaction is allowed to rise to RT and solvent removed. The residue is taken up in methylene dichloride, washed, dried and solvent removed under vacuum to yield N-methyl 4-[4-(2-chloro-4-trifluoromethylphenoxy)phenoxy]-3-methoxy... Run at time 1 hour. The product is CNC(C=C(C(C)OC1=CC=C(C=C1)OC1=C(C=C(C=C1)C(F)(F)F)Cl)OC)=O (N-methyl 4-[4-(2-chloro-4-trifluoromethylphenoxy)phenoxy]-3-methoxy-2-pentenamide). The reactants are NC1C(N(C2=C(C(=N1)C(C)C)C=CC=C2)C)=O (3-amino-2,3-dihydro-5-isopropyl-1-methyl-1H-1,4-benzodiazepin-2-one), C(=O)(OC(C)(C)C)N[C@@H](C)C(=O)O (N-Boc alanine). Product: N[C@@H](C)C(=O)C1(C(N(C2=C(C(=N1)C(C)C)C=CC=C2)C)=O)N (3-(L-Alaninyl)-amino-2,3-dihydro-5-isopropyl-1-methyl-1H-1,4-benzodiazepin-2-one). Reaction SMILES: [NH2:1][CH:2]1[N:8]=[C:7]([CH:9]([CH3:11])[CH3:10])[C:6]2[CH:12]=[CH:13][CH:14]=[CH:15][C:5]=2[N:4]([CH3:16])[C:3]1=[O:17].C([NH:25][C@H:26]([C:28](O)=[O:29])[CH3:27])(OC(C)(C)C)=O>>[NH2:25][C@H:26]([C:28]([C:2]1([NH2:1])[N:8]=[C:7]([CH:9]([CH3:11])[CH3:10])[C:6]2[CH:12]=[CH:13][CH:14]=[CH:15][C:5]=2[N:4]([CH3:16])[C:3]1=[O:17])=[O:29])[CH3:27]. Procedure: Following General Procedure D using 3-amino-2,3-dihydro-5-isopropyl-1-methyl-1H-1,4-benzodiazepin-2-one and N-Boc alanine (Novabiochem), the title compound was prepared as a white solid. Starting materials: CC(=O)NCCCC(N)(C(=O)O)C(F)F, O=C(Cl)OCc1ccccc1, CC(C)=O, Cl, [Na+], [OH-]. Yields the product CC(=O)NCCCC(NC(=O)OCc1ccccc1)(C(=O)O)C(F)F. Reaction SMILES: [C:1]([CH3:2])(=[O:3])[NH:4][CH2:5][CH2:6][CH2:7][C:8]([C:9](=[O:10])[OH:11])([CH:12]([F:13])[F:14])[NH2:15].[CH2:16]([c:17]1[cH:18][cH:19][cH:20][cH:21][cH:22]1)[O:23][C:24](=[O:25])[Cl:26].[CH3:30][C:31](=[O:32])[CH3:33].[ClH:27].[Na+:29].[OH-:28]>>[C:1]([CH3:2])(=[O:3])[NH:4][CH2:5][CH2:6][CH2:7][C:8]([C:9](=[O:10])[OH:11])([CH:12]([F:13])[F:14])[NH:15][C:24]([O:23][CH2:16][c:17]1[cH:18][cH:19][cH:20][cH:21][cH:22]1)=[O:25]. Starting materials: N (ammonia), ( s ), ClC(C)C1=C(C=CC=C1)S(=O)(=O)Cl (2-(1-chloroethyl)benzenesulfonyl chloride), ( m ). Run in O1CCCC1 (tetrahydrofuran), O1CCCC1 (tetrahydrofuran). The product is ClC(C)C1=C(C=CC=C1)S(=O)(=O)N (2-(1-Chloroethyl)benzenesulfonamide). RXN SMILES: [NH3:1].[Cl:2][CH:3]([C:5]1[CH:10]=[CH:9][CH:8]=[CH:7][C:6]=1[S:11](Cl)(=[O:13])=[O:12])[CH3:4]>O1CCCC1>[Cl:2][CH:3]([C:5]1[CH:10]=[CH:9][CH:8]=[CH:7][C:6]=1[S:11]([NH2:1])(=[O:13])=[O:12])[CH3:4]. Procedure: A solution of ammonia (1.2 ml) in tetrahydrofuran (100 ml) at -70° was contacted rapidly with a solution of 2-(1-chloroethyl)benzenesulfonyl chloride (4.32 g, 18.1 mmol) in tetrahydrofuran (50 ml). The stirred mixture was allowed to warm to 0° and volatiles were removed under reduced pressure. The residue was taken up in ethyl acetate and washed with a small volume of water and brine. The dried (MgSO4) solution was evaporated to give 4.7 g of off white solid which was recrystallized from chlorof... The reactants are C(C)(=O)C1=C(NC=2C=CNC(C2C1C=1C=CC=C2C(C=C(OC12)C)=O)=O)C (3-acetyl-2-methyl-4-(2-methyl-4-oxo-4H-chromen-8-yl)-4,6-dihydro-1,6-naphthyridin-5(1H)-one), CO (methanol), N′″-(tert-butyl)-N,N′,N″-tris[tris(dimethylamino)phosphoranylidene]phosphorimide triamide, FC(S(=O)(=O)OCC)(F)F (ethyl trifluoromethanesulfonate). Solvent: C1CCOC1 (THF). Reaction conditions: time 10 minute. The product is C(C)(=O)C1=C(NC2=CC=NC(=C2C1C=1C=CC=C2C(C=C(OC12)C)=O)OCC)C (8-(3-Acetyl-5-ethoxy-2-methyl-1,4-dihydro-1,6-naphthyridin-4-yl)-2-methyl-4H-chromen-4-one). Reaction SMILES: [C:1]([C:4]1[CH:13]([C:14]2[CH:15]=[CH:16][CH:17]=[C:18]3[C:23]=2[O:22][C:21]([CH3:24])=[CH:20][C:19]3=[O:25])[C:12]2[C:11](=[O:26])[NH:10][CH:9]=[CH:8][C:7]=2[NH:6][C:5]=1[CH3:27])(=[O:3])[CH3:2].FC(F)(F)S(O[CH2:34][CH3:35])(=O)=O.CO>C1COCC1>[C:1]([C:4]1[CH:13]([C:14]2[CH:15]=[CH:16][CH:17]=[C:18]3[C:23]=2[O:22][C:21]([CH3:24])=[CH:20][C:19]3=[O:25])[C:12]2[C:7](=[CH:8][CH:9]=[N:10][C:11]=2[O:26][CH2:34][CH3:35])[NH:6][C:5]=1[CH3:27])(=[O:3])[CH3:2]. Reported procedure: 60 mg (0.16 mmol) of 3-acetyl-2-methyl-4-(2-methyl-4-oxo-4H-chromen-8-yl)-4,6-dihydro-1,6-naphthyridin-5(1H)-one are suspended in THF (4 ml), and 0.18 ml (0.18 mmol) of N′″-(tert-butyl)-N,N′,N″-tris[tris(dimethylamino)phosphoranylidene]phosphorimide triamide (phosphazene base P4-t-Bu; 1 M in hexane) is added. Then 25 μl (0.199 mmol) of ethyl trifluoromethanesulfonate are added to the dark red solution. The decolorized solution is stirred for 10 min and then mixed with methanol and concentrated. ... Reactants: C(=O)(C(F)(F)F)O (TFA), C(C)(=O)OC1CCC=2C1=NC=C(C2N2C[C@H](CCC2)NC(=O)OC(C)(C)C)NC(=O)C=2N=C(SC2)C2=C(C=CC=C2F)F (4-{(3S)-3-[(tert-Butoxycarbonyl)amino]piperidin-1-yl}-3-({[2-(2,6-difluorophenyl)-1,3-thiazol-4-yl]carbonyl}amino)-6,7-dihydro-5H-cyclopenta[b]pyridin-7-yl acetate), CO (MeOH), [OH-].[Na+] (NaOH). The solvent is C(Cl)Cl (DCM), C1CCOC1 (THF). Conditions: time 30 minute. Yields the product N[C@@H]1CN(CCC1)C1=C2C(=NC=C1NC(=O)C=1N=C(SC1)C1=C(C=CC=C1F)F)C(CC2)O (N-{4-[(3S)-3-Aminopiperidin-1-yl]-7-hydroxy-6,7-dihydro-5H-cyclopenta[b]pyridin-3-yl}-2-(2,6-difluorophenyl)-1,3-thiazole-4-carboxamide). As a reaction SMILES: C([O:4][CH:5]1[C:9]2=[N:10][CH:11]=[C:12]([NH:28][C:29]([C:31]3[N:32]=[C:33]([C:36]4[C:41]([F:42])=[CH:40][CH:39]=[CH:38][C:37]=4[F:43])[S:34][CH:35]=3)=[O:30])[C:13]([N:14]3[CH2:19][CH2:18][CH2:17][C@H:16]([NH:20]C(OC(C)(C)C)=O)[CH2:15]3)=[C:8]2[CH2:7][CH2:6]1)(=O)C.CO.[OH-].[Na+].C(O)(C(F)(F)F)=O>C(Cl)Cl.C1COCC1>[NH2:20][C@H:16]1[CH2:17][CH2:18][CH2:19][N:14]([C:13]2[C:12]([NH:28][C:29]([C:31]3[N:32]=[C:33]([C:36]4[C:37]([F:43])=[CH:38][CH:39]=[CH:40][C:41]=4[F:42])[S:34][CH:35]=3)=[O:30])=[CH:11][N:10]=[C:9]3[CH:5]([OH:4])[CH2:6][CH2:7][C:8]=23)[CH2:15]1 |f:2.3|. Procedure: 4-{(3S)-3-[(tert-Butoxycarbonyl)amino]piperidin-1-yl}-3-({[2-(2,6-difluorophenyl)-1,3-thiazol-4-yl]carbonyl}amino)-6,7-dihydro-5H-cyclopenta[b]pyridin-7-yl acetate (4.0 mg, 0.0065 mmol) was mixed with MeOH (77 μL), THF (39 μL) and 1.0 M NaOH (42 μL, 0.042 mmol). The reaction mixture was stirred at room temperature for 30 min. The organic solvents were removed under reduced pressure. The resulting aqueous solution was diluted with aq. NH4Cl and extracted twice with EtOAc. The combined organic lay...